Dataset: the Open Reaction Database (ORD), a public repository of structured organic reaction records. Task: describe an organic reaction: reactants, conditions, products, and yield Starting materials: ClC=1C(=NC=NC1Cl)N (5,6-dichloropyrimidin-4-amine), O(C1=CC=CC=C1)C1=CC=C(C=C1)B(O)O (4-phenoxyphenylboronic acid), NCC1CCN(CC1)C(=O)OC(C)(C)C (tert-butyl 4-(aminomethyl)piperidine-1-carboxylate), FC1(CN(C1)C/C=C/C(=O)O)F ((E)-4-(3,3-difluoroazetidin-1-yl)but-2-enoic acid). Yields the product NC1=C(C(=NC=N1)NCC1CCN(CC1)C(\C=C\CN1CC(C1)(F)F)=O)C1=CC=C(C=C1)OC1=CC=CC=C1 ((E)-1-(4-(((6-amino-5-(4-phenoxyphenyl)pyrimidin-4-yl)amino)methyl)piperidin-1-yl)-4-(3,3-difluoroazetidin-1-yl)but-2-en-1-one). The yield is 19.3%. RXN SMILES: Cl[C:2]1[C:3]([NH2:9])=[N:4][CH:5]=[N:6][C:7]=1Cl.[O:10]([C:17]1[CH:22]=[CH:21][C:20](B(O)O)=[CH:19][CH:18]=1)[C:11]1[CH:16]=[CH:15][CH:14]=[CH:13][CH:12]=1.[NH2:26][CH2:27][CH:28]1[CH2:33][CH2:32][N:31]([C:34]([O:36]C(C)(C)C)=O)[CH2:30][CH2:29]1.[F:41][C:42]1([F:52])[CH2:45][N:44]([CH2:46]/[CH:47]=[CH:48]/C(O)=O)[CH2:43]1>>[NH2:9][C:3]1[N:4]=[CH:5][N:6]=[C:7]([NH:26][CH2:27][CH:28]2[CH2:29][CH2:30][N:31]([C:34](=[O:36])/[CH:48]=[CH:47]/[CH2:46][N:44]3[CH2:45][C:42]([F:52])([F:41])[CH2:43]3)[CH2:32][CH2:33]2)[C:2]=1[C:20]1[CH:21]=[CH:22][C:17]([O:10][C:11]2[CH:16]=[CH:15][CH:14]=[CH:13][CH:12]=2)=[CH:18][CH:19]=1. Reported procedure: (E)-1-(4-(((6-amino-5-(4-phenoxyphenyl)pyrimidin-4-yl)amino)methyl)piperidin-1-yl)-4-(3,3-difluoroazetidin-1-yl)but-2-en-1-one was prepared 5,6-dichloropyrimidin-4-amine, 4-phenoxyphenylboronic acid, tert-butyl 4-(aminomethyl)piperidine-1-carboxylate and (E)-4-(3,3-difluoroazetidin-1-yl)but-2-enoic acid with method S1, S2, S3, S4A. Yield 19.3%. 1H NMR (CD3OD) δ 8.26 (s, 1H), 7.19-7.47 (m, 9H), 6.78 (d, 1H), 6.14 (m, 1H), 4.50 (d, 1H), 4.41 (t, 3H), 4.09 (d, 1H), 3.89 (d, 1H), 3.38 (m, 2H), 3.13 ... Reactants: ClC1=NC2=C(N1)C=CC=C2 (2-chloro-1H-benzo[d]imidazole), [H-].[Na+] (NaH), BrCC(=O)OCC (ethyl bromoacetate). Run in CN(C)C=O (DMF). Reaction conditions: time 8 hour. Product: ClC1=NC2=C(N1CC(=O)OCC)C=CC=C2 (Ethyl (2-chloro-1H-benzimidazol-1-yl)acetate). As a reaction SMILES: [Cl:1][C:2]1[NH:6][C:5]2[CH:7]=[CH:8][CH:9]=[CH:10][C:4]=2[N:3]=1.[H-].[Na+].Br[CH2:14][C:15]([O:17][CH2:18][CH3:19])=[O:16]>CN(C=O)C>[Cl:1][C:2]1[N:6]([CH2:14][C:15]([O:17][CH2:18][CH3:19])=[O:16])[C:5]2[CH:7]=[CH:8][CH:9]=[CH:10][C:4]=2[N:3]=1 |f:1.2|. Procedure: To a solution of 2-chloro-1H-benzo[d]imidazole (10 g) and NaH (60% in oil, 3.15 g) in DMF (150 mL) was added ethyl bromoacetate (11.0 mL) at 0° C. After stirring overnight at room temperature, the reaction mixture was quenched with water and extracted with AcOEt. The extract was washed with water and brine, dried over MgSO4, and concentrated under reduced pressure. The precipitate was crystallized from AcOEt/hexane to give the title compound (12 g). Starting materials: CC(=O)O, OC(c1cccs1)C(Cl)(Cl)Cl, O, [Zn]. Yields the product ClC(Cl)=Cc1cccs1. As a reaction SMILES: [CH3:13][C:14](=[O:15])[OH:16].[Cl:1][C:2]([CH:3]([c:5]1[s:6][cH:7][cH:8][cH:9]1)[OH:11])([Cl:4])[Cl:10].[OH2:12].[Zn:17]>>[Cl:1][C:2](=[CH:3][c:5]1[s:6][cH:7][cH:8][cH:9]1)[Cl:10].